This data is from the Open Reaction Database (ORD), a public repository of structured organic reaction records. The task is: describe an organic reaction: reactants, conditions, products, and yield Starting materials: C1CN(CCN1CCO)CCS(=O)(=O)O (HEPES), [Na+].[Cl-] (NaCl), [Cl-].[Cl-].[Ca+2] (CaCl2), P(=O)([O-])([O-])[O-].[Ca+2].P(=O)([O-])([O-])[O-].[Ca+2].[Ca+2] (calcium phosphate), DNA, CCCCC/C=C\C/C=C\C=C\C=C\[C@H]([C@H](CCCC(=O)O)O)SC[C@@H](C(=O)NCC(=O)O)NC(=O)CC[C@@H](C(=O)O)N (LTC4), 1X, P(=O)([O-])([O-])[O-] (phosphate), DNA. Run at time 1 hour. The product is CCCCC/C=C\C/C=C\C=C\C=C\[C@H]([C@H](CCCC(=O)O)O)SC[C@H](C(=O)NCC(=O)O)NC(=O)CC[C@@H](C(=O)O)N (Leukotriene C4). Reaction SMILES: [CH3:1][CH2:2][CH2:3][CH2:4][CH2:5]/[CH:6]=[CH:7]\[CH2:8]/[CH:9]=[CH:10]\[CH:11]=[CH:12]\[CH:13]=[CH:14]\[C@@H:15]([S:24][CH2:25][C@H:26]([NH:34][C:35]([CH2:37][CH2:38][C@H:39]([NH2:43])[C:40]([OH:42])=[O:41])=[O:36])[C:27]([NH:29][CH2:30][C:31]([OH:33])=[O:32])=[O:28])[C@@H:16]([OH:23])[CH2:17][CH2:18][CH2:19][C:20]([OH:22])=[O:21].P([O-])([O-])([O-])=O.[Ca+2].P([O-])([O-])([O-])=O.[Ca+2].[Ca+2].C1N(CCO)CCN(CCS(O)(=O)=O)C1.[Na+].[Cl-].[Cl-].[Cl-].[Ca+2].P([O-])([O-])([O-])=O>>[CH3:1][CH2:2][CH2:3][CH2:4][CH2:5]/[CH:6]=[CH:7]\[CH2:8]/[CH:9]=[CH:10]\[CH:11]=[CH:12]\[CH:13]=[CH:14]\[C@@H:15]([S:24][CH2:25][C@@H:26]([NH:34][C:35]([CH2:37][CH2:38][C@H:39]([NH2:43])[C:40]([OH:42])=[O:41])=[O:36])[C:27]([NH:29][CH2:30][C:31]([OH:33])=[O:32])=[O:28])[C@@H:16]([OH:23])[CH2:17][CH2:18][CH2:19][C:20]([OH:22])=[O:21] |f:1.2.3.4.5,7.8,9.10.11|. Procedure: 5.0 μg of plasmid DNA (pMON 23962) containing the LTC4 synthase gene was mixed with 200 ng of linearized baculovirus DNA (Pharmingen, San Diego, Calif.; Catalog # ) in an eppendorf tube, using the calcium phosphate transfection method described in Summers, M. D., and Smith, G. E. (1987), A manual of methods for baculovirus vectors and insect cell culture procedures, Texas Agriculture Experiment, Station Bulletin no. 1555. To the the same tube, 0.75 ml of transfection 15 buffer (25 mM HEPES, pH 7... Starting materials: CSc1ccc(Br)c(F)c1, O=C([O-])[O-], CCOC(=O)c1[nH]c2ccncc2c1N, Cc1ccccc1, CCOC(C)=O, [Cs+], [Cs+], O=C(C=Cc1ccccc1)C=Cc1ccccc1, O=C(C=Cc1ccccc1)C=Cc1ccccc1, O=C(C=Cc1ccccc1)C=Cc1ccccc1, [Pd], [Pd]. The product is CCOC(=O)c1[nH]c2ccncc2c1Nc1ccc(SC)cc1F. Reaction SMILES: [Br:16][c:17]1[c:18]([F:25])[cH:19][c:20]([S:23][CH3:24])[cH:21][cH:22]1.[C:26](=[O:27])([O-:28])[O-:29].[CH2:1]([CH3:2])[O:3][C:4](=[O:5])[c:6]1[c:7]([NH2:15])[c:8]2[cH:9][n:10][cH:11][cH:12][c:13]2[nH:14]1.[CH3:32][c:33]1[cH:34][cH:35][cH:36][cH:37][cH:38]1.[CH3:39][CH2:40][O:41][C:42](=[O:43])[CH3:44].[Cs+:30].[Cs+:31].[O:47]=[C:48]([CH:49]=[CH:50][c:51]1[cH:52][cH:53][cH:54][cH:55][cH:56]1)[CH:57]=[CH:58][c:59]1[cH:60][cH:61][cH:62][cH:63][cH:64]1.[O:65]=[C:66]([CH:67]=[CH:68][c:69]1[cH:70][cH:71][cH:72][cH:73][cH:74]1)[CH:75]=[CH:76][c:77]1[cH:78][cH:79][cH:80][cH:81][cH:82]1.[O:83]=[C:84]([CH:85]=[CH:86][c:87]1[cH:88][cH:89][cH:90][cH:91][cH:92]1)[CH:93]=[CH:94][c:95]1[cH:96][cH:97][cH:98][cH:99][cH:100]1.[Pd:45].[Pd:46]>>[CH2:1]([CH3:2])[O:3][C:4](=[O:5])[c:6]1[c:7]([NH:15][c:17]2[c:18]([F:25])[cH:19][c:20]([S:23][CH3:24])[cH:21][cH:22]2)[c:8]2[cH:9][n:10][cH:11][cH:12][c:13]2[nH:14]1. Starting materials: [Cl-], [Cl-], Cl, [Fe+2], O=C1C=CC(=NO)c2cccc([N+](=O)[O-])c21, O, O, O, O, O. The product is O=C1C=CC(=O)c2c1cccc2[N+](=O)[O-]. Reaction SMILES: [Cl-:23].[Cl-:25].[ClH:1].[Fe+2:24].[N+:2](=[O:3])([O-:4])[c:5]1[c:6]2[c:11]([cH:12][cH:13][cH:14]1)[C:10](=[N:15][OH:16])[CH:9]=[CH:8][C:7]2=[O:17].[OH2:18].[OH2:19].[OH2:20].[OH2:21].[OH2:22]>>[N+:2](=[O:3])([O-:4])[c:5]1[c:6]2[c:11]([cH:12][cH:13][cH:14]1)[C:10](=[O:18])[CH:9]=[CH:8][C:7]2=[O:17]. Starting materials: COCC=1OC(=CC(C1OCC1=CC=CC=C1)=O)C (2-methoxymethyl-3-benzyloxy-6-methyl-pyran-4(1H)-one), OC(C)C=1OC(=CC(C1OCC1=CC=CC=C1)=O)C (2-(1-hydroxyethyl)-3-benzyloxy-6-methyl-pyran-4(1 H)-one), ICC (iodoethane). Product: C(C)OC(C)C=1OC(=CC(C1OCC1=CC=CC=C1)=O)C (2-(1-Ethoxyethyl)-3-benzyloxy-6-methyl-pyran-4(1H)-one). Yield: 94.0%. As a reaction SMILES: CO[CH2:3][C:4]1OC(C)=CC(=O)C=1OCC1C=CC=CC=1.[OH:20][CH:21]([C:23]1[O:24][C:25]([CH3:38])=[CH:26][C:27](=[O:37])[C:28]=1[O:29][CH2:30][C:31]1[CH:36]=[CH:35][CH:34]=[CH:33][CH:32]=1)[CH3:22].ICC>>[CH2:3]([O:20][CH:21]([C:23]1[O:24][C:25]([CH3:38])=[CH:26][C:27](=[O:37])[C:28]=1[O:29][CH2:30][C:31]1[CH:36]=[CH:35][CH:34]=[CH:33][CH:32]=1)[CH3:22])[CH3:4]. Procedure details: In an analogous procedure in the preparation of 2-methoxymethyl-3-benzyloxy-6-methyl-pyran-4(1H)-one using 2-(1-hydroxyethyl)-3-benzyloxy-6-methyl-pyran-4(1 H)-one (5.2 g, 20 mmol, 1 eq.) and 9.36 g iodoethane (60 mmol, 3 eq.) yielded the title compound as an orange oil (5.4 g, 94% Crude). Further purification by column chromatography on silica gel (eluant: EtOAc) furnished the pure product as a bright yellow oil. Starting materials: C1CCOC1, CS(=O)c1sc(-c2cc[nH]n2)c2c1C(=O)CC(C)(C)C2, OC1CCC1, [H-], [Na+]. The product is CC1(C)CC(=O)c2c(OC3CCC3)sc(-c3cc[nH]n3)c2C1. As a reaction SMILES: [CH2:28]1[O:29][CH2:30][CH2:31][CH2:32]1.[CH3:1][C:2]1([CH3:20])[CH2:3][C:4](=[O:19])[c:5]2[c:6]([c:7](-[c:13]3[n:14][nH:15][cH:16][cH:17]3)[s:8][c:9]2[S:10]([CH3:11])=[O:12])[CH2:18]1.[CH:23]1([OH:27])[CH2:24][CH2:25][CH2:26]1.[H-:21].[Na+:22]>>[CH3:1][C:2]1([CH3:20])[CH2:3][C:4](=[O:19])[c:5]2[c:6]([c:7](-[c:13]3[n:14][nH:15][cH:16][cH:17]3)[s:8][c:9]2[O:27][CH:23]2[CH2:24][CH2:25][CH2:26]2)[CH2:18]1. The reactants are CC(=O)OC(C)=O, CN(C)c1ccncc1, O, O=C1OCCC1C(O)C1CC2C=CC1C2, c1ccncc1. Yields the product CC(=O)OC(C1CCOC1=O)C1CC2C=CC1C2. As a reaction SMILES: [CH3:22][C:23](=[O:24])[O:25][C:26](=[O:27])[CH3:28].[CH3:29][N:30]([CH3:31])[c:32]1[cH:33][cH:34][n:35][cH:36][cH:37]1.[OH2:38].[OH:7][CH:8]([CH:9]1[C:10](=[O:11])[O:12][CH2:13][CH2:14]1)[CH:15]1[CH:16]2[CH:17]=[CH:18][CH:19]([CH2:20]1)[CH2:21]2.[cH:1]1[cH:2][cH:3][n:4][cH:5][cH:6]1>>[O:7]([CH:8]([CH:9]1[C:10](=[O:11])[O:12][CH2:13][CH2:14]1)[CH:15]1[CH:16]2[CH:17]=[CH:18][CH:19]([CH2:20]1)[CH2:21]2)[C:23]([CH3:22])=[O:24]. Reactants: ClC1=CC(=NC(=C1)C(F)(F)F)C(F)(F)F (4-chloro-2,6-bis(trifluoromethyl)pyridine), N (ammonia). The reagents and catalysts are S(=O)(=O)([O-])[O-].[Cu+2] (copper sulphate). Solvent: C(C)O (ethanol). Yields the product NC1=CC(=NC(=C1)C(F)(F)F)C(F)(F)F (4-amino-2,6-bis(trifluoromethyl)pyridine). Reaction SMILES: Cl[C:2]1[CH:7]=[C:6]([C:8]([F:11])([F:10])[F:9])[N:5]=[C:4]([C:12]([F:15])([F:14])[F:13])[CH:3]=1.[NH3:16]>C(O)C.S([O-])([O-])(=O)=O.[Cu+2]>[NH2:16][C:2]1[CH:7]=[C:6]([C:8]([F:11])([F:10])[F:9])[N:5]=[C:4]([C:12]([F:15])([F:14])[F:13])[CH:3]=1 |f:3.4|. Reported procedure: A mixture of 4-chloro-2,6-bis(trifluoromethyl)pyridine (50 g, 0.20 mole) in concentrated ammonia (250 ml, density 0.88) and ethanol (250 ml) containing copper sulphate (ca. 0.5 g) was stirred and heated in a pressure vessel at 100°-120° C. for 5 hours. The mixture was cooled, extracted with methylene chloride and dried over MgSO4. The solvent was removed under reduced pressure leaving the title compound as a cream solid. The product was recovered in a yield of 26 g, (56% of theoretical), m.p. 14...